From a dataset of the Open Reaction Database (ORD), a public repository of structured organic reaction records. describe an organic reaction: reactants, conditions, products, and yield Reactants: CN1C(=NC2=C1C=CC=C2)C2=C(C=CC=C2)SC (1-Methyl-2-(2-methylthiophenyl)-1H-benzimidazole), ClC1=CC(=CC=C1)C(=O)OO (m-chloroperbenzoic acid). Solvent: ClCCl (dichloromethane). Yields the product CN1C(=NC2=C1C=CC=C2)C2=C(C=CC=C2)S(=O)C (1-Methyl-2-(2-methylsulphinylphenyl)-1H-benzimidazole). As a reaction SMILES: [CH3:1][N:2]1[C:6]2[CH:7]=[CH:8][CH:9]=[CH:10][C:5]=2[N:4]=[C:3]1[C:11]1[CH:16]=[CH:15][CH:14]=[CH:13][C:12]=1[S:17][CH3:18].ClC1C=CC=C(C(OO)=[O:27])C=1>ClCCl>[CH3:1][N:2]1[C:6]2[CH:7]=[CH:8][CH:9]=[CH:10][C:5]=2[N:4]=[C:3]1[C:11]1[CH:16]=[CH:15][CH:14]=[CH:13][C:12]=1[S:17]([CH3:18])=[O:27]. Procedure: The product of step (b) above (2 g) was dissolved in dichloromethane (50 mls) and cooled to -10° with stirring. 85% m-chloroperbenzoic acid (1.6 g) was added portionwise. The reaction mixture was slowly warmed to room temperature and after 3 hours the reaction was complete. The reaction mixture was washed with aqueous metabisulphite solution, then bicarbonate solution and finally brine, dried over magnesium sulphate and evaporated to dryness in vacuo, then the residue was purified by flash chrom... Reactants: [H-].[Na+] (Sodium hydride), C(C)(=O)Cl (acetyl chloride), ClC=1C=C(C#N)C=C(C1)OC=1C(=NNC1C)C (3-Chloro-5-[(3,5-dimethyl-1H-pyrazol-4-yl)oxy]benzonitrile). The solvent is CN(C=O)C (N,N-dimethylformamide). Conditions: temperature 0 celsius, time 15 minute. The product is C(C)(=O)N1N=C(C(=C1C)OC=1C=C(C#N)C=C(C1)Cl)C (3-[(1-Acetyl-3,5-dimethyl-1H-pyrazol-4-yl)oxy]-5-chlorobenzonitrile). The yield is 89.0%. As a reaction SMILES: [H-].[Na+].[C:3](Cl)(=[O:5])[CH3:4].[Cl:7][C:8]1[CH:9]=[C:10]([CH:13]=[C:14]([O:16][C:17]2[C:18]([CH3:23])=[N:19][NH:20][C:21]=2[CH3:22])[CH:15]=1)[C:11]#[N:12]>CN(C)C=O>[C:3]([N:20]1[C:21]([CH3:22])=[C:17]([O:16][C:14]2[CH:13]=[C:10]([CH:9]=[C:8]([Cl:7])[CH:15]=2)[C:11]#[N:12])[C:18]([CH3:23])=[N:19]1)(=[O:5])[CH3:4] |f:0.1|. Procedure details: Sodium hydride (60% dispersion in oil, 840 mg, 21.0 mmol) was added to a stirred solution of acetyl chloride (1.50 ml, 21.0 mmol) and the pyrazole of Example 76 (4.80 g, 19.4 mmol) in N,N-dimethylformamide (20 ml) at 0° C. under nitrogen. The reaction was stirred at 0° C. for 15 minutes and then quenched by the addition of water (200 ml). The reaction mixture was extracted with ethyl acetate (3×120 ml). The combined organic phases were washed with water (50 ml) and brine (50 ml), dried over magn... Starting materials: COC(=O)C1CN1S(=O)(=O)c1ccccc1Cl, O=C=Nc1ccccc1Cl, [I-], [Na+]. The product is COC(=O)C1CN(S(=O)(=O)c2ccccc2Cl)C(=O)N1c1ccccc1Cl. As a reaction SMILES: [CH3:1][O:2][C:3](=[O:4])[CH:5]1[N:6]([S:8](=[O:9])(=[O:10])[c:11]2[c:12]([Cl:17])[cH:13][cH:14][cH:15][cH:16]2)[CH2:7]1.[Cl:18][c:19]1[c:20]([N:25]=[C:26]=[O:27])[cH:21][cH:22][cH:23][cH:24]1.[I-:29].[Na+:28]>>[CH3:1][O:2][C:3](=[O:4])[CH:5]1[CH2:7][N:6]([S:8](=[O:9])(=[O:10])[c:11]2[c:12]([Cl:17])[cH:13][cH:14][cH:15][cH:16]2)[C:26](=[O:27])[N:25]1[c:20]1[c:19]([Cl:18])[cH:24][cH:23][cH:22][cH:21]1. Reactants: NC(C(O)C1=COC=C1)CC1=CC=C(C=C1)C(F)(F)F ((1RS,2SR)-2-amino-1-(3-furanyl)-3-(4-(trifluoromethyl)phenyl)-1-propanol), C1(=CC=CC=C1)CCC(=O)Cl (3-phenylpropionyl chloride), C(O)([O-])=O.[Na+] (sodium hydrogen carbonate). The solvent is C(C)(=O)OCC (ethyl acetate), O (water). Reaction conditions: time 8 hour. Product: O1C=C(C=C1)C(C(CC1=CC=C(C=C1)C(F)(F)F)NC(CCC1=CC=CC=C1)=O)O (N-((1RS,2SR)-2-(3-furanyl)-2-hydroxy-1-((4-(trifluoromethyl)phenyl)methyl)ethyl)-3-phenylpropanamide). Yield: 89.0%. Reaction SMILES: [NH2:1][CH:2]([CH2:10][C:11]1[CH:16]=[CH:15][C:14]([C:17]([F:20])([F:19])[F:18])=[CH:13][CH:12]=1)[CH:3]([C:5]1[CH:9]=[CH:8][O:7][CH:6]=1)[OH:4].[C:21]1([CH2:27][CH2:28][C:29](Cl)=[O:30])[CH:26]=[CH:25][CH:24]=[CH:23][CH:22]=1.C(=O)([O-])O.[Na+]>C(OCC)(=O)C.O>[O:7]1[CH:8]=[CH:9][C:5]([CH:3]([OH:4])[CH:2]([NH:1][C:29](=[O:30])[CH2:28][CH2:27][C:21]2[CH:26]=[CH:25][CH:24]=[CH:23][CH:22]=2)[CH2:10][C:11]2[CH:16]=[CH:15][C:14]([C:17]([F:20])([F:18])[F:19])=[CH:13][CH:12]=2)=[CH:6]1 |f:2.3|. Procedure: To a solution of (1RS,2SR)-2-amino-1-(3-furanyl)-3-(4-(trifluoromethyl)phenyl)-1-propanol (500 mg, 1.75 mmol) in ethyl acetate (20 ml) were added 3-phenylpropionyl chloride (390 ml, 2.63 mmol) and saturated aqueous sodium hydrogen carbonate (20 ml) and the mixture was stirred overnight-at room temperature. The reaction solution was diluted with water (100 ml) and extracted with ethyl acetate (100 ml×2). The extract was washed with saturated-brine, dried over anhydrous magnesium sulfate and evapo... The reactants are Cn1ccnc1CO, Clc1cc(Cl)ncn1, [H-], [Na+], C1CCOC1. Yields the product Cn1ccnc1COc1cc(Cl)ncn1. RXN SMILES: [CH3:3][n:4]1[c:5]([CH2:9][OH:10])[n:6][cH:7][cH:8]1.[Cl:11][c:12]1[n:13][cH:14][n:15][c:16]([Cl:18])[cH:17]1.[H-:1].[Na+:2].[O:19]1[CH2:20][CH2:21][CH2:22][CH2:23]1>>[CH3:3][n:4]1[c:5]([CH2:9][O:10][c:16]2[n:15][cH:14][n:13][c:12]([Cl:11])[cH:17]2)[n:6][cH:7][cH:8]1. Reactants: C(C1=CC=CC=C1)OC1=C(C=CC(=C1)C1OC1CCCC)N1CC(NS1(=O)=O)=O (5-[2-benzyloxy-4-(3-butyloxiranyl)-phenyl]-1,1-dioxo-1,2,5-thiadiazolidin-3-one). The reagents and catalysts are [OH-].[OH-].[Pd+2] (Pd(OH)2). Solvent: CCOC(=O)C (EtOAc). Reaction conditions: time 48 hour. The product is OC1=C(C=CC(=C1)CC(CCCC)O)N1CC(NS1(=O)=O)=O (5-[2-Hydroxy-4-(2-hydroxyhexyl)-phenyl]-1,1-dioxo-1,2,5-thiadiazolidin-3-one). Reaction SMILES: C([O:8][C:9]1[CH:14]=[C:13]([CH:15]2[CH:17]([CH2:18][CH2:19][CH2:20][CH3:21])[O:16]2)[CH:12]=[CH:11][C:10]=1[N:22]1[S:26](=[O:28])(=[O:27])[NH:25][C:24](=[O:29])[CH2:23]1)C1C=CC=CC=1>CCOC(C)=O.[OH-].[OH-].[Pd+2]>[OH:8][C:9]1[CH:14]=[C:13]([CH2:15][CH:17]([OH:16])[CH2:18][CH2:19][CH2:20][CH3:21])[CH:12]=[CH:11][C:10]=1[N:22]1[S:26](=[O:28])(=[O:27])[NH:25][C:24](=[O:29])[CH2:23]1 |f:2.3.4|. Procedure details: A mixture of 5-[2-benzyloxy-4-(3-butyloxiranyl)-phenyl]-1,1-dioxo-1,2,5-thiadiazolidin-3-one (110 mg) and Pd(OH)2 (11 mg) in EtOAc (5 mL) is hydrogenated at 1 atm for 48 h. The catalyst is filtered and the filtrate evaporated. The residue is purified by preparative HPLC to give the title compound: (M−1)−=327; HPLC retention time=0.93 min (method A).